This data is from the Open Reaction Database (ORD), a public repository of structured organic reaction records. The task is: describe an organic reaction: reactants, conditions, products, and yield Product: ClC=1C(=NC(=NC1)NC1=C(C2=C(N(C(CCC2)=O)CC)C=C1)OC)NC1=C(C(=O)NC)C=C(C=C1)OC (2-[5-Chloro-2-(1-ethyl-6-methoxy-2-oxo-2,3,4,5-tetrahydro-1H-benzo[b]azepin-7-ylamino)-pyrimidin-4-ylamino]-5-methoxy-N-methyl-benzamide). Procedure: 2-(2,5-Dichloro-pyrimidin-4-ylamino)-5-methoxy-N-methyl-benzamide, prepared in a similar manner as Example 601a from known 2-amino-5-methoxy-N-methyl-benzamide reacted with 2,4,5-trichloropyrimidine was reacted with 7-Amino-1-ethyl-6-methoxy-1,3,4,5-tetrahydro-benzo[b]azepin-2-one, in a similar manner as Example 601b, to yield crude product 2-[5-Chloro-2-(1-ethyl-6-methoxy-2-oxo-2,3,4,5-tetrahydro-1H-benzo[b]azepin-7-ylamino)-pyrimidin-4-ylamino]-5-methoxy-N-methyl-benzamide. The crude material ... Reaction SMILES: Cl[C:2]1[N:7]=[C:6]([NH:8][C:9]2[CH:18]=[CH:17][C:16]([O:19][CH3:20])=[CH:15][C:10]=2[C:11]([NH:13][CH3:14])=[O:12])[C:5]([Cl:21])=[CH:4][N:3]=1.NC1C=CC(OC)=CC=1C(NC)=O.ClC1N=C(Cl)C(Cl)=CN=1.[NH2:44][C:45]1[CH:58]=[CH:57][C:48]2[N:49]([CH2:55][CH3:56])[C:50](=[O:54])[CH2:51][CH2:52][CH2:53][C:47]=2[C:46]=1[O:59][CH3:60]>>[Cl:21][C:5]1[C:6]([NH:8][C:9]2[CH:18]=[CH:17][C:16]([O:19][CH3:20])=[CH:15][C:10]=2[C:11]([NH:13][CH3:14])=[O:12])=[N:7][C:2]([NH:44][C:45]2[CH:58]=[CH:57][C:48]3[N:49]([CH2:55][CH3:56])[C:50](=[O:54])[CH2:51][CH2:52][CH2:53][C:47]=3[C:46]=2[O:59][CH3:60])=[N:3][CH:4]=1. Reactants: ClC1=NC=C(C(=N1)NC1=C(C(=O)NC)C=C(C=C1)OC)Cl (2-(2,5-Dichloro-pyrimidin-4-ylamino)-5-methoxy-N-methyl-benzamide), NC1=C(C2=C(N(C(CCC2)=O)CC)C=C1)OC (7-Amino-1-ethyl-6-methoxy-1,3,4,5-tetrahydro-benzo[b]azepin-2-one), NC1=C(C(=O)NC)C=C(C=C1)OC (2-amino-5-methoxy-N-methyl-benzamide), ClC1=NC=C(C(=N1)Cl)Cl (2,4,5-trichloropyrimidine). The reactants are Cl, COC(=O)c1cc(-c2cccc(C(F)(F)F)c2)ns1, [K+], [OH-]. The product is O=C(O)c1cc(-c2cccc(C(F)(F)F)c2)ns1. As a reaction SMILES: [ClH:22].[F:1][C:2]([c:3]1[cH:4][c:5](-[c:9]2[n:10][s:11][c:12]([C:14](=[O:15])[O:16][CH3:17])[cH:13]2)[cH:6][cH:7][cH:8]1)([F:18])[F:19].[K+:21].[OH-:20]>>[F:1][C:2]([c:3]1[cH:4][c:5](-[c:9]2[n:10][s:11][c:12]([C:14](=[O:15])[OH:16])[cH:13]2)[cH:6][cH:7][cH:8]1)([F:18])[F:19]. The reactants are C(C)(=O)C=1C=CC(=NC1)OC (5-acetyl-2-methoxypyridine), CC=1N=CSC1C=O (4-methylthiazole-5-carbaldehyde), [OH-].[K+] (potassium hydroxide). Yields the product COC1=CC=C(C=N1)C(\C=C\C1=C(N=CS1)C)=O ((E)-1-(6-Methoxypyridin-3-yl)-3-(4-methylthiazol-5-yl)prop-2-en-1-one). RXN SMILES: [C:1]([C:4]1[CH:5]=[CH:6][C:7]([O:10][CH3:11])=[N:8][CH:9]=1)(=[O:3])[CH3:2].[CH3:12][C:13]1[N:14]=[CH:15][S:16][C:17]=1[CH:18]=O.[OH-].[K+]>>[CH3:11][O:10][C:7]1[N:8]=[CH:9][C:4]([C:1](=[O:3])/[CH:2]=[CH:18]/[C:17]2[S:16][CH:15]=[N:14][C:13]=2[CH3:12])=[CH:5][CH:6]=1 |f:2.3|. Procedure: In analogy to example 170, step 1, 5-acetyl-2-methoxypyridine was reacted with 4-methylthiazole-5-carbaldehyde in the presence of potassium hydroxide to give the title compound as an off-white solid. MS (ESI+): m/z=261.1 [M+H]+. Starting materials: BrCCC1=C(C=CC(=C1Cl)Cl)OC1=C(C(=C(C=C1)Cl)Cl)CCBr (2-bromoethyl-3,4-dichlorophenyl ether), C(C)(C)N (isopropyl amine). Solvent: C(Cl)(Cl)Cl (chloroform). The product is Cl.ClC=1C=C(OCCNC(C)C)C=CC1Cl (2-(3,4-Dichlorophenoxy)-N-(1-methylethyl)ethanamine, Hydrochloride). As a reaction SMILES: BrCCC1C([Cl:10])=C(Cl)C=[CH:6][C:5]=1[O:12][C:13]1[CH:18]=[CH:17][C:16]([Cl:19])=[C:15]([Cl:20])[C:14]=1CCBr.[CH:24]([NH2:27])([CH3:26])[CH3:25]>C(Cl)(Cl)Cl>[ClH:10].[Cl:20][C:15]1[CH:14]=[C:13]([CH:18]=[CH:17][C:16]=1[Cl:19])[O:12][CH2:5][CH2:6][NH:27][CH:24]([CH3:26])[CH3:25] |f:3.4|. Reported procedure: A solution of 36.18 g. (0.135 mole) of 2-bromoethyl-3,4-dichlorophenyl ether and 31.8 g (0.54 mole) of isopropyl amine in 200 ml of chloroform was heated at reflux for 72 hours. Solvent was removed in a rotary evaporator and the residue partitioned between water and chloroform. The chloroform layer was extracted with 1N sulfuric acid. The aqueous phase, which contained a dispersed white solid, was made alkaline with 10% aqueous sodium hydroxide solution and extracted with chloroform. The chlorof... Reactants: OC[C@H](C(C)C)NC(C1=CC=C(C=C1)C(CC(=O)C1=CN(C(C=C1)=O)C)C1=C(C=CC=C1)C)=O (N—((S)-1-hydroxy-3-methylbutan-2-yl)-4-(3-(1-methyl-6-oxo-1,6-dihydropyridin-3-yl)-3-oxo-1-o-tolylpropyl)benzamide), Cl.NO (hydroxylamine hydrochloride), C(O)([O-])=O.[Na+] (sodium hydrogencarbonate). Yields the product OC[C@H](C(C)C)NC(C1=CC=C(C=C1)C(C\C(\C1=CN(C(C=C1)=O)C)=N/O)C1=C(C=CC=C1)C)=O (N—((S)-1-Hydroxy-3-methylbutan-2-yl)-4-((E)-3-(hydroxyimino)-3-(1-methyl-6-oxo-1,6-dihydropyridin-3-yl)-1-o-tolylpropyl)benzamide). Reaction SMILES: [OH:1][CH2:2][C@@H:3]([NH:7][C:8](=[O:34])[C:9]1[CH:14]=[CH:13][C:12]([CH:15]([C:27]2[CH:32]=[CH:31][CH:30]=[CH:29][C:28]=2[CH3:33])[CH2:16][C:17]([C:19]2[CH:24]=[CH:23][C:22](=[O:25])[N:21]([CH3:26])[CH:20]=2)=O)=[CH:11][CH:10]=1)[CH:4]([CH3:6])[CH3:5].Cl.[NH2:36][OH:37].C(=O)([O-])O.[Na+]>>[OH:1][CH2:2][C@@H:3]([NH:7][C:8](=[O:34])[C:9]1[CH:10]=[CH:11][C:12]([CH:15]([C:27]2[CH:32]=[CH:31][CH:30]=[CH:29][C:28]=2[CH3:33])[CH2:16]/[C:17](=[N:36]\[OH:37])/[C:19]2[CH:24]=[CH:23][C:22](=[O:25])[N:21]([CH3:26])[CH:20]=2)=[CH:13][CH:14]=1)[CH:4]([CH3:5])[CH3:6] |f:1.2,3.4|. Reported procedure: In analogy to example 151, step 3, N—((S)-1-hydroxy-3-methylbutan-2-yl)-4-(3-(1-methyl-6-oxo-1,6-dihydropyridin-3-yl)-3-oxo-1-o-tolylpropyl)benzamide was reacted with hydroxylamine hydrochloride in the presence of sodium hydrogencarbonate to give the title compound as an off-white solid containing <10% of the corresponding Z isomer, MS (ESI+): m/z=476.2 [M+H]+. Starting materials: CCO, COCc1ccc(Cl)nc1, NN, O. Product: COCc1ccc(NN)nc1. As a reaction SMILES: [CH3:14][CH2:15][OH:16].[Cl:1][c:2]1[n:3][cH:4][c:5]([CH2:8][O:9][CH3:10])[cH:6][cH:7]1.[NH2:12][NH2:13].[OH2:11]>>[c:2]1([NH:12][NH2:13])[n:3][cH:4][c:5]([CH2:8][O:9][CH3:10])[cH:6][cH:7]1. Reactants: CC1=C(C(=O)O)C(=CC(=C1)C(=O)NC1CCNCC1)C (2,6-dimethyl-N-piperidin-4-yl-terephthalamic acid), C(C)OC=1C=C(C=O)C=C(C1F)OCC (3,5-diethoxy-4-fluoro-benzaldehyde), C(#N)[BH3-].[Na+] (sodium cyanoborohydride), C(C)N(C(C)C)C(C)C (N-ethyl-diisopropylamine). Solvent: C(C)O (ethanol), C(C)(=O)O (acetic acid). Product: C(C)OC=1C=C(CN2CCC(CC2)NC(C2=CC(=C(C(=O)O)C(=C2)C)C)=O)C=C(C1F)OCC (N-[1-(3,5-Diethoxy-4-fluoro-benzyl)-piperidin-4-yl]-2,6-dimethyl-terephthalamic acid). RXN SMILES: [CH3:1][C:2]1[CH:10]=[C:9]([C:11]([NH:13][CH:14]2[CH2:19][CH2:18][NH:17][CH2:16][CH2:15]2)=[O:12])[CH:8]=[C:7]([CH3:20])[C:3]=1[C:4]([OH:6])=[O:5].[CH2:21]([O:23][C:24]1[CH:25]=[C:26]([CH:29]=[C:30]([O:33][CH2:34][CH3:35])[C:31]=1[F:32])[CH:27]=O)[CH3:22].C([BH3-])#N.[Na+].C(N(C(C)C)C(C)C)C>C(O)C.C(O)(=O)C>[CH2:21]([O:23][C:24]1[CH:25]=[C:26]([CH:29]=[C:30]([O:33][CH2:34][CH3:35])[C:31]=1[F:32])[CH2:27][N:17]1[CH2:16][CH2:15][CH:14]([NH:13][C:11](=[O:12])[C:9]2[CH:10]=[C:2]([CH3:1])[C:3]([C:4]([OH:6])=[O:5])=[C:7]([CH3:20])[CH:8]=2)[CH2:19][CH2:18]1)[CH3:22] |f:2.3|. Reported procedure: In analogy to the procedure described in example 50k), 2,6-dimethyl-N-piperidin-4-yl-terephthalamic acid (example 126b) was reacted with 3,5-diethoxy-4-fluoro-benzaldehyde (example 50 g), sodium cyanoborohydride, N-ethyl-diisopropylamine and acetic acid in ethanol at 50° C. to yield the title compound as colorless solid. MS: 472.9 (MH+).